Dataset: the Open Reaction Database (ORD), a public repository of structured organic reaction records. Task: describe an organic reaction: reactants, conditions, products, and yield The reactants are CCOCC, O=C(CCl)N1CCC(Cc2ccc(F)cc2)CC1, Nc1ccc2[nH]ncc2c1. Product: O=C(CNc1ccc2[nH]ncc2c1)N1CCC(Cc2ccc(F)cc2)CC1. Reaction SMILES: [CH2:29]([O:30][CH2:31][CH3:32])[CH3:33].[Cl:11][CH2:12][C:13](=[O:14])[N:15]1[CH2:16][CH2:17][CH:18]([CH2:21][c:22]2[cH:23][cH:24][c:25]([F:28])[cH:26][cH:27]2)[CH2:19][CH2:20]1.[NH2:1][c:2]1[cH:3][c:4]2[cH:5][n:6][nH:7][c:8]2[cH:9][cH:10]1>>[NH:1]([c:2]1[cH:3][c:4]2[cH:5][n:6][nH:7][c:8]2[cH:9][cH:10]1)[CH2:12][C:13](=[O:14])[N:15]1[CH2:16][CH2:17][CH:18]([CH2:21][c:22]2[cH:23][cH:24][c:25]([F:28])[cH:26][cH:27]2)[CH2:19][CH2:20]1. Reactants: C1(=CC=CC=C1)C=CC(=O)NNC(=O)OC (methyl 3-(β-phenylacryloyl)-carbazate). Reagents/catalysts: [Pd] (palladium-charcoal). Solvent: CO (methanol). Product: C1(=CC=CC=C1)CCC(=O)NNC(=O)OC (Methyl 3-(β-phenylpropionyl)-carbazate). Yield: 98.2%. As a reaction SMILES: [C:1]1([CH:7]=[CH:8][C:9]([NH:11][NH:12][C:13]([O:15][CH3:16])=[O:14])=[O:10])[CH:6]=[CH:5][CH:4]=[CH:3][CH:2]=1>[Pd].CO>[C:1]1([CH2:7][CH2:8][C:9]([NH:11][NH:12][C:13]([O:15][CH3:16])=[O:14])=[O:10])[CH:6]=[CH:5][CH:4]=[CH:3][CH:2]=1. Reported procedure: 22.0 g. (0.1 mole) of methyl 3-(β-phenylacryloyl)-carbazate are dissolved in 300 ml. of methanol and the solution is hydrogenated in the presence of 0.2 g. of a palladium-charcoal catalyst. The solution is evaporated. Thus 21.8 g. of the white crystalline desired compound are obtained. Yield: 98.2%. M.p.: 118° C. Reactants: CC(C)CC(C(=O)Nc1ccn(CC2COC(C)(C)O2)n1)N1CC(Oc2cccc3ccccc23)=CC1=O, CO, CCOC(C)=O, O, Cc1ccc(S(=O)(=O)O)cc1. Yields the product CC(C)CC(C(=O)Nc1ccn(CC(O)CO)n1)N1CC(Oc2cccc3ccccc23)=CC1=O. RXN SMILES: [CH3:1][C:2]1([CH3:38])[O:3][CH2:4][CH:5]([CH2:7][n:8]2[n:9][c:10]([NH:13][C:14]([CH:15]([CH2:16][CH:17]([CH3:18])[CH3:19])[N:20]3[C:21](=[O:36])[CH:22]=[C:23]([O:25][c:26]4[cH:27][cH:28][cH:29][c:30]5[cH:31][cH:32][cH:33][cH:34][c:35]45)[CH2:24]3)=[O:37])[cH:11][cH:12]2)[O:6]1.[CH3:51][OH:52].[CH3:53][CH2:54][O:55][C:56](=[O:57])[CH3:58].[OH2:39].[c:40]1([CH3:41])[cH:42][cH:43][c:44]([S:45]([OH:46])(=[O:47])=[O:48])[cH:49][cH:50]1>>[OH:3][CH2:4][CH:5]([OH:6])[CH2:7][n:8]1[n:9][c:10]([NH:13][C:14]([CH:15]([CH2:16][CH:17]([CH3:18])[CH3:19])[N:20]2[C:21](=[O:36])[CH:22]=[C:23]([O:25][c:26]3[cH:27][cH:28][cH:29][c:30]4[cH:31][cH:32][cH:33][cH:34][c:35]34)[CH2:24]2)=[O:37])[cH:11][cH:12]1. The reactants are O=C([O-])[O-], CC(=O)Br, CC(C)=O, [K+], [K+], O=C1NCC(Cc2ccccc2O)O1. Product: CC(=O)Oc1ccccc1CC1CNC(=O)O1. RXN SMILES: [C:15](=[O:16])([O-:17])[O-:18].[C:21]([CH3:22])(=[O:23])[Br:24].[CH3:25][C:26](=[O:27])[CH3:28].[K+:19].[K+:20].[OH:1][c:2]1[c:3]([CH2:4][CH:5]2[CH2:6][NH:7][C:8](=[O:10])[O:9]2)[cH:11][cH:12][cH:13][cH:14]1>>[O:1]([c:2]1[c:3]([CH2:4][CH:5]2[CH2:6][NH:7][C:8](=[O:10])[O:9]2)[cH:11][cH:12][cH:13][cH:14]1)[C:21]([CH3:22])=[O:23]. Reactants: C(C)OC(COC1=C(C=CC(=C1)C(C)C)CCNS(=O)(=O)C1=C(C=CC(=C1)C(N)=N)O)=O (Ethyl[2-[2-(5-carbamimidoyl-2-hydroxybenzenesulfonylamino)-ethyl]-5-isopropylphenoxy]acetate). Run in Cl (hydrochloric acid), C(C)#N (acetonitrile), Cl (hydrochloric acid), C(C)#N (acetonitrile). Reaction conditions: temperature 60 celsius, time 4 hour. Product: C(N)(=N)C=1C=CC(=C(C1)S(=O)(=O)NCCC1=C(OCC(=O)O)C=C(C=C1)C(C)C)O ([2-[2-(5-carbamimidoyl-2-hydroxybenzenesulfonylamino)-ethyl]-5-isopropylphenoxy]acetic acid). Isolated yield 66.0%. As a reaction SMILES: C([O:3][C:4](=[O:32])[CH2:5][O:6][C:7]1[CH:12]=[C:11]([CH:13]([CH3:15])[CH3:14])[CH:10]=[CH:9][C:8]=1[CH2:16][CH2:17][NH:18][S:19]([C:22]1[CH:27]=[C:26]([C:28](=[NH:30])[NH2:29])[CH:25]=[CH:24][C:23]=1[OH:31])(=[O:21])=[O:20])C>Cl.C(#N)C>[C:28]([C:26]1[CH:25]=[CH:24][C:23]([OH:31])=[C:22]([S:19]([NH:18][CH2:17][CH2:16][C:8]2[CH:9]=[CH:10][C:11]([CH:13]([CH3:14])[CH3:15])=[CH:12][C:7]=2[O:6][CH2:5][C:4]([OH:32])=[O:3])(=[O:20])=[O:21])[CH:27]=1)(=[NH:29])[NH2:30]. Reported procedure: Ethyl[2-[2-(5-carbamimidoyl-2-hydroxybenzenesulfonylamino)-ethyl]-5-isopropylphenoxy]acetate (50 mg) was dissolved in a mixture of 3 mL of 1 mol/L hydrochloric acid and 1 mL of acetonitrile at 60° C. The solution was stirred at 60° C. for 4 hours, and the colorless solid obtained by concentration under reduced pressure of the reaction mixture was dissolved in a mixture of 3 mL of 1 mol/L hydrochloric acid and 1 mL of acetonitrile at 60° C. After the solution was stirred at 60° C. for 4 hours, th... Solvent: CN(C=O)C (N,N-dimethylformamide), O1CCOCC1 (dioxane). Isolated yield 44.4%. Procedure: In 12 ml of N,N-dimethylformamide was dissolved 1.7 g of methyl 2-(4-hydroxyphenylaminomethylene)-5-(2-naphthyl)-3-oxo-4-pentenoate, and they were reacted at 140° C. for 2 hours. After completion of the reaction, the solvent was removed by distillation under reduced pressure, and the residue was purified by a column chromatography (Wako Silica Gel C-200; eluent: chloroform/methanol (19:1 by volume) mixture). The purified oily substance was dissolved in 15 ml of dioxane and the resulting solution... The reactants are OC1=CC=C(C=C1)NC=C(C(=O)OC)C(C=CC1=CC2=CC=CC=C2C=C1)=O (methyl 2-(4-hydroxyphenylaminomethylene)-5-(2-naphthyl)-3-oxo-4-pentenoate), ClC=1C(C(=C(C(C1Cl)=O)Cl)Cl)=O (2,3,5,6-tetrachloro-p-benzoquinone). Conditions: temperature 80 celsius. RXN SMILES: [OH:1][C:2]1[CH:7]=[CH:6][C:5]([NH:8][CH:9]=[C:10]([C:15](=[O:28])[CH:16]=[CH:17][C:18]2[CH:27]=[CH:26][C:25]3[C:20](=[CH:21][CH:22]=[CH:23][CH:24]=3)[CH:19]=2)[C:11]([O:13][CH3:14])=[O:12])=[CH:4][CH:3]=1.ClC1C(=O)C(Cl)=C(Cl)C(=O)C=1Cl>CN(C)C=O.O1CCOCC1>[OH:1][C:2]1[CH:3]=[CH:4][C:5]([N:8]2[C:17]([C:18]3[CH:27]=[CH:26][C:25]4[C:20](=[CH:21][CH:22]=[CH:23][CH:24]=4)[CH:19]=3)=[CH:16][C:15](=[O:28])[C:10]([C:11]([O:13][CH3:14])=[O:12])=[CH:9]2)=[CH:6][CH:7]=1. Yields the product OC1=CC=C(C=C1)N1C=C(C(=O)OC)C(C=C1C1=CC2=CC=CC=C2C=C1)=O (methyl 1-(4-hydroxyphenyl)-6-(2-naphthyl)-4-oxo-1,4-dihydronicotinate). Reactants: Cl.NN1C(=CC=C1Cl)C(=O)OC (methyl 1-amino-5-chloro-1H-pyrrole-2-carboxylate hydrochloride), Cl (HCl), O1CCOCC1 (dioxane), C(C)#N (acetonitrile). Conditions: temperature 82 celsius. The product is ClC1=CC=C2C(NC(=NN21)C)=O (7-Chloro-2-methyl-3H-pyrrolo[2,1-f][1,2,4]triazin-4-one). The yield is 64.0%. Reaction SMILES: Cl.[NH2:2][N:3]1[C:7]([Cl:8])=[CH:6][CH:5]=[C:4]1[C:9]([O:11]C)=O.Cl.O1CCOCC1.[C:20](#[N:22])[CH3:21]>>[Cl:8][C:7]1[N:3]2[C:4]([C:9](=[O:11])[NH:22][C:20]([CH3:21])=[N:2]2)=[CH:5][CH:6]=1 |f:0.1|. Procedure: A mixture of methyl 1-amino-5-chloro-1H-pyrrole-2-carboxylate hydrochloride (Example 13 A, 2.2 g, 9.8 mmol) and 4 N HCl in dioxane (6.0 mL, 24 mmol) in acetonitrile (90 mL) was placed in a sealed tube and heated at 82° C. overnight. The reaction mixture was concentrated and diluted with fresh acetonitrile (100 mL) and triethylamine (5 mL). The reaction mixture was heated at 85° C. overnight, concentrated to dryness and diluted with EtOAc to 150 mL. The EtOAc solution was washed with 1 N HCl, fol... Reactants: [BH4-].[Na+] (sodium borohydride), O=C1C2(CC2(CC1)C)C(=O)OCC (ethyl 2-keto-5-methyl-bicyclo[3.1.0]hexane-1-carboxylate), O (water). Solvent: C(C)O (ethanol). Run at time 12 hour. Product: OC1C2(CC2(CC1)C)C(=O)OCC (ethyl 2-hydroxy-5-methyl-bicyclo[3.1.0]hexane-1-carboxylate). Isolated yield 81.4%. As a reaction SMILES: [BH4-].[Na+].[O:3]=[C:4]1[CH2:9][CH2:8][C:7]2([CH3:10])[C:5]1([C:11]([O:13][CH2:14][CH3:15])=[O:12])[CH2:6]2.O>C(O)C>[OH:3][CH:4]1[CH2:9][CH2:8][C:7]2([CH3:10])[C:5]1([C:11]([O:13][CH2:14][CH3:15])=[O:12])[CH2:6]2 |f:0.1|. Reported procedure: 0.4 g (0.01 mol) of sodium borohydride is added at room temperature to 1.8 g (0.01 mol) of ethyl 2-keto-5-methyl-bicyclo[3.1.0]hexane-1-carboxylate, dissolved in 20 ml of ethanol, and the mixture is then subsequently stirred at room temperature for about 12 hours. The reaction mixture is poured into water. The residue is extracted with diethyl ether, concentration is effected, and the crude product is chromatographed on silica gel with hexane/ethyl acetate as eluent. 1.5 g (82% of theory ) of et... The reactants are COC1=CC=C(C=C1)N1CCN(CC1)C(=O)OC(C)(C)C (t-butyl 4-(4-methoxyphenyl)piperazine-1-carboxylate), C([O-])(O)=O.[Na+] (sodium bicarbonate). The solvent is ClCCl (dichloromethane), FC(C(=O)O)(F)F (trifluoroacetic acid). Reaction conditions: temperature 20 celsius, time 2 hour. Product: COC1=CC=C(C=C1)N1CCNCC1 (1-(4-methoxyphenyl)piperazine). The yield is 98.9%. Reaction SMILES: [CH3:1][O:2][C:3]1[CH:8]=[CH:7][C:6]([N:9]2[CH2:14][CH2:13][N:12](C(OC(C)(C)C)=O)[CH2:11][CH2:10]2)=[CH:5][CH:4]=1.C(=O)(O)[O-].[Na+]>ClCCl.FC(F)(F)C(O)=O>[CH3:1][O:2][C:3]1[CH:4]=[CH:5][C:6]([N:9]2[CH2:14][CH2:13][NH:12][CH2:11][CH2:10]2)=[CH:7][CH:8]=1 |f:1.2|. Procedure: A solution of t-butyl 4-(4-methoxyphenyl)piperazine-1-carboxylate (1.412 g, 4.84 mmol, 1.00 equiv) in dichloromethane (17 mL) and trifluoroacetic acid (6 mL) was placed in a 50-mL round bottom flask and stirred for 2 h at 20° C. in an oil bath. The pH of the solution was adjusted to 7-8 with saturated aqueous sodium bicarbonate. The resulting mixture was concentrated under vacuum yielding 0.92 g (65%) of 1-(4-methoxyphenyl)piperazine as a yellow solid.